Dataset: the Open Reaction Database (ORD), a public repository of structured organic reaction records. Task: describe an organic reaction: reactants, conditions, products, and yield Starting materials: Cc1ccc(C2CCC(C3CCC(C4CC(=O)O4)CC3)CC2)cc1, CCCCCCC. Yields the product C=CC1CCC(C2CCC(c3ccc(C)cc3)CC2)CC1. As a reaction SMILES: [CH3:1][c:2]1[cH:3][cH:4][c:5]([CH:8]2[CH2:9][CH2:10][CH:11]([CH:14]3[CH2:15][CH2:16][CH:17]([CH:20]4[CH2:21][C:23](=[O:24])[O:22]4)[CH2:18][CH2:19]3)[CH2:12][CH2:13]2)[cH:6][cH:7]1.[CH3:25][CH2:26][CH2:27][CH2:28][CH2:29][CH2:30][CH3:31]>>[CH3:1][c:2]1[cH:3][cH:4][c:5]([CH:8]2[CH2:9][CH2:10][CH:11]([CH:14]3[CH2:15][CH2:16][CH:17]([CH:20]=[CH2:21])[CH2:18][CH2:19]3)[CH2:12][CH2:13]2)[cH:6][cH:7]1. Reactants: BrC=1C=CC2=C(C(=NCC(=N2)NN)C2=CC=CC=C2)C1 (7-bromo-2-hydrazino-5-phenyl-3H-1,4-benzodiazepine), C(CC(C)C)(=O)Cl (isovaleryl chloride). Product: BrC=1C=CC2=C(C(=NCC=3N2C(=NN3)CC(C)C)C3=CC=CC=C3)C1 (8-Bromo-1-(2-methylpropyl)-6-phenyl-4H-[1,2,4]triazolo[4,3-a][1,4]benzodiazepine). As a reaction SMILES: [Br:1][C:2]1[CH:3]=[CH:4][C:5]2[N:11]=[C:10]([NH:12][NH2:13])[CH2:9][N:8]=[C:7]([C:14]3[CH:19]=[CH:18][CH:17]=[CH:16][CH:15]=3)[C:6]=2[CH:20]=1.[C:21](Cl)(=O)[CH2:22][CH:23]([CH3:25])[CH3:24]>>[Br:1][C:2]1[CH:3]=[CH:4][C:5]2[N:11]3[C:21]([CH2:22][CH:23]([CH3:25])[CH3:24])=[N:13][N:12]=[C:10]3[CH2:9][N:8]=[C:7]([C:14]3[CH:19]=[CH:18][CH:17]=[CH:16][CH:15]=3)[C:6]=2[CH:20]=1. Reported procedure: Following the procedure of Example 5, 2.5 g of 7-bromo-2-hydrazino-5-phenyl-3H-1,4-benzodiazepine and 1.11 ml of isovaleryl chloride is transformed to 1.03 g of title product with melting point 93°-95° C. The reactants are CN(C)P(=O)(N(C)C)N(C)C (HMPA), CC(C)(O)C (1,1-dimethylethanol), acetate ester, C(C)(C)NC(C)C (diisopropylamine), C(CCC)[Li] (n-butyllithium), BrCC=C(C)C (4-bromo-2-methyl-2-butene). Solvent: C1CCOC1 (THF), CCCCCC (hexane). Reaction conditions: temperature -75 celsius, time 15 minute. Product: CC(=CCCC(=O)OC(C)(C)C)C (5-Methyl-4-hexenoic acid, 1,1-dimethylethyl ester). The yield is 82.0%. RXN SMILES: C(N[CH:5]([CH3:7])C)(C)C.C([Li])CCC.CN(P(N(C)C)(N(C)C)=[O:17])C.[CH3:24][C:25]([CH3:28])([OH:27])[CH3:26].Br[CH2:30][CH:31]=[C:32]([CH3:34])[CH3:33]>C1COCC1.CCCCCC>[CH3:33][C:32]([CH3:34])=[CH:31][CH2:30][CH2:7][C:5]([O:27][C:25]([CH3:28])([CH3:26])[CH3:24])=[O:17]. Procedure: To a stirred solution of 20.0 mL (142 mmol) of diisopropylamine in 160 mL of THF under argon at -10° C. was added a solution of 56 mL (140 mmol) of 2.5M n-butyllithium in hexane at a rate to keep the temperature below 0° C. The resulting light yellow solution was stirred 15 min and to this reaction mixture was added 20 mL (115 mmol) of HMPA. After an additional 10 min, the reaction was cooled to -75° C. and 18.8 mL (140 mmol) of 1,1-dimethylethanol, acetate ester was added at a rate to keep the ... Reactants: COc1ccccc1N1CCN(C2Cc3c(O)cccc3CC2O)CC1, CO, C=[N+]=[N-]. Yields the product COc1ccccc1N1CCN(C2Cc3c(cccc3OC)CC2O)CC1. Reaction SMILES: [CH3:1][O:2][c:3]1[c:4]([N:9]2[CH2:10][CH2:11][N:12]([CH:15]3[CH:16]([OH:26])[CH2:17][c:18]4[cH:19][cH:20][cH:21][c:22]([OH:25])[c:23]4[CH2:24]3)[CH2:13][CH2:14]2)[cH:5][cH:6][cH:7][cH:8]1.[CH3:30][OH:31].[N+:27](=[N-:28])=[CH2:29]>>[CH3:1][O:2][c:3]1[c:4]([N:9]2[CH2:10][CH2:11][N:12]([CH:15]3[CH:16]([OH:26])[CH2:17][c:18]4[cH:19][cH:20][cH:21][c:22]([O:25][CH3:29])[c:23]4[CH2:24]3)[CH2:13][CH2:14]2)[cH:5][cH:6][cH:7][cH:8]1. Reactants: ClC1=C(C(=O)O)C=CC=C1F (2-chloro-3-fluorobenzoic acid), FC1=CC=C(C=C1)C(CN)C=1C=NC(=NC1)C(F)(F)F (2-(4-fluorophenyl)-2-(2-(trifluoromethyl)pyrimidin-5-yl)ethanamine). Yields the product ClC1=C(C(=O)NCC(C=2C=NC(=NC2)C(F)(F)F)C2=CC=C(C=C2)F)C=CC=C1F (2-chloro-3-fluoro-N-(2-(4-fluorophenyl)-2-(2-(trifluoromethyl)pyrimidin-5-yl)ethyl)benzamide). Reaction SMILES: [Cl:1][C:2]1[C:10]([F:11])=[CH:9][CH:8]=[CH:7][C:3]=1[C:4]([OH:6])=O.[F:12][C:13]1[CH:18]=[CH:17][C:16]([CH:19]([C:22]2[CH:23]=[N:24][C:25]([C:28]([F:31])([F:30])[F:29])=[N:26][CH:27]=2)[CH2:20][NH2:21])=[CH:15][CH:14]=1>>[Cl:1][C:2]1[C:10]([F:11])=[CH:9][CH:8]=[CH:7][C:3]=1[C:4]([NH:21][CH2:20][CH:19]([C:16]1[CH:17]=[CH:18][C:13]([F:12])=[CH:14][CH:15]=1)[C:22]1[CH:23]=[N:24][C:25]([C:28]([F:30])([F:31])[F:29])=[N:26][CH:27]=1)=[O:6]. Procedure details: From 2-chloro-3-fluorobenzoic acid and 2-(4-fluorophenyl)-2-(2-(trifluoromethyl)pyrimidin-5-yl)ethanamine. LCMS (MH+): m/z=442.1, tR (minutes, Method F)=3.24